This data is from the Open Reaction Database (ORD), a public repository of structured organic reaction records. The task is: describe an organic reaction: reactants, conditions, products, and yield The reactants are CN(C(=O)C(=O)N)C1=CSC2=C(C1=O)C=C(C=C2)CCCC (N-[6-(n-butyl)-4H-1-benzothiopyran-4-on-3-yl]-oxamide methyl ester), [OH-].[Na+] (sodium hydroxide). The solvent is C(C)O (ethanol), O (water). Yields the product C(CCC)C=1C=CC2=C(C(C(=CS2)NC(C(=O)O)=O)=O)C1 (N-[6-(n-butyl)-4H-1-benzothiopyran-4-on-3-yl)-oxalic acid monoamide). RXN SMILES: C[N:2]([C:8]1[C:13](=[O:14])[C:12]2[CH:15]=[C:16]([CH2:19][CH2:20][CH2:21][CH3:22])[CH:17]=[CH:18][C:11]=2[S:10][CH:9]=1)[C:3]([C:5](N)=[O:6])=[O:4].[OH-:23].[Na+]>C(O)C.O>[CH2:19]([C:16]1[CH:17]=[CH:18][C:11]2[S:10][CH:9]=[C:8]([NH:2][C:3](=[O:4])[C:5]([OH:6])=[O:23])[C:13](=[O:14])[C:12]=2[CH:15]=1)[CH2:20][CH2:21][CH3:22] |f:1.2|. Procedure details: 6.15 g (0.0193 mol) of N-[6-(n-butyl)-4H-1-benzothiopyran-4-on-3-yl]-oxamide methyl ester are stirred with a solution of 22.6 ml of 1N sodium hydroxide solution in 147 ml of ethanol and 970 ml of water for 2 hours at 70°. A small degree of cloudiness is then removed by filtration and the filtrate is acidified with hydrochloric acid, a crystalline product being precipitated. After cooling, the crystals are filtered with suction and washed first with water, then with ethanol and subsequently with ... Procedure: 600 mg of alcohol 165 (2.64 mmol) was dissolved in 15 ml of acetone, cooled to 0° C. and added dropwise with 5 ml of Jones reagent (7.40 mmol, 2.8 eq.) (freshly prepared from 2 g of CrO3, 2.7 g of conc. H2SO4, 12 ml of H2O) and stirred for 2 h at RT, the course of the reaction being monitored using TLC (EE/CH 1:1). This was followed by addition of 4 ml of isopropanol, during which the orange color of the reaction mixture gradually turned green-brown. Filtration over Celite was followed by washin... Reaction SMILES: [C:1]([O:5][C:6]([N:8]1[CH2:12][CH2:11][C@H:10]([CH:13]=[CH2:14])[C@H:9]1[CH2:15][OH:16])=[O:7])([CH3:4])([CH3:3])[CH3:2].CC(C)=[O:19].OS(O)(=O)=O.O=[Cr](=O)=O.OS(O)(=O)=O.O>CC(C)=O.C(O)(C)C>[C:1]([O:5][C:6]([N:8]1[CH2:12][CH2:11][C@H:10]([CH:13]=[CH2:14])[C@H:9]1[C:15]([OH:19])=[O:16])=[O:7])([CH3:4])([CH3:3])[CH3:2] |f:1.2.3|. Solvent: CC(=O)C (acetone), C(C)(C)O (isopropanol). Reaction conditions: temperature 0 celsius, time 2 hour. Yields the product C(C)(C)(C)OC(=O)N1[C@@H]([C@H](CC1)C=C)C(=O)O ((2S,3R)-1-(tert-Butoxycarbonyl)-3-vinylpyrrolidine-2-carboxylic acid). Reactants: C(C)(C)(C)OC(=O)N1[C@@H]([C@H](CC1)C=C)CO ((2S,3R)-1-(tert-Butoxycarbonyl)-2-(hydroxymethyl)-3-vinylpyrrolidine), CC(=O)C.OS(=O)(=O)O.O=[Cr](=O)=O (Jones reagent), CrO3, OS(=O)(=O)O (H2SO4), O (H2O). Isolated yield 73.9%. Starting materials: CN(C)C(=S)Cl, ClCCl, [H-], [Na+], CN(C)C=O, CCCc1c(O)ccc2c(=O)cc(C(=O)OCC)oc12. Product: CCCc1c(OC(=S)N(C)C)ccc2c(=O)cc(C(=O)OCC)oc12. RXN SMILES: [CH3:23][N:24]([C:25](=[S:26])[Cl:27])[CH3:28].[Cl:34][CH2:35][Cl:36].[H-:21].[Na+:22].[O:29]=[CH:30][N:31]([CH3:32])[CH3:33].[OH:1][c:2]1[c:3]([CH2:18][CH2:19][CH3:20])[c:4]2[c:5]([c:6](=[O:15])[cH:7][c:8]([C:10](=[O:11])[O:12][CH2:13][CH3:14])[o:9]2)[cH:16][cH:17]1>>[O:1]([c:2]1[c:3]([CH2:18][CH2:19][CH3:20])[c:4]2[c:5]([c:6](=[O:15])[cH:7][c:8]([C:10](=[O:11])[O:12][CH2:13][CH3:14])[o:9]2)[cH:16][cH:17]1)[C:25]([N:24]([CH3:23])[CH3:28])=[S:26]. The reactants are O.S(O)(O)(=O)=O (water sulfuric acid), [OH-].[Na+] (Sodium hydroxide), OC1=C(C=C(C=C1)S(=O)(=O)O)I (4-hydroxy-3-iodo-benzenesulfonic acid), [OH-].[Na+] (sodium hydroxide), C(C1=CC=CC=C1)Br (benzyl bromide), C(C1=CC=CC=C1)Br (benzyl bromide), C(C1=CC=CC=C1)Br (benzyl bromide). Solvent: C(C)(C)O (isopropyl alcohol). Conditions: temperature 84 celsius, time 12.5 minute. The product is C(C1=CC=CC=C1)OC1=C(C=C(C=C1)S(=O)(=O)[O-])I.[Na+] (sodium 4-benzyloxy-3-iodo-benzenesulfonate). As a reaction SMILES: [OH-].[Na+:2].[OH:3][C:4]1[CH:9]=[CH:8][C:7]([S:10]([OH:13])(=[O:12])=[O:11])=[CH:6][C:5]=1[I:14].[CH2:15](Br)[C:16]1[CH:21]=[CH:20][CH:19]=[CH:18][CH:17]=1.O.S(=O)(=O)(O)O>C(O)(C)C>[CH2:15]([O:3][C:4]1[CH:9]=[CH:8][C:7]([S:10]([O-:13])(=[O:11])=[O:12])=[CH:6][C:5]=1[I:14])[C:16]1[CH:21]=[CH:20][CH:19]=[CH:18][CH:17]=1.[Na+:2] |f:0.1,4.5,7.8|. Procedure: Sodium hydroxide (pellets, 110 g, 2.75 mol, 3.00 eq) was added portionwise to the vigorously stirring aqueous solution of the 4-hydroxy-3-iodo-benzenesulfonic acid. After addition was complete, 10-15 min., isopropyl alcohol (150 mL) was added to the resulting white suspension. The dropping-funnel was charged with benzyl bromide (Aldrich; 164.9 g, 0.964 mol, 1.05 eq.) and added to the reaction mixture over a period of approx. 5 mins. and the reaction mixture was heated to 80°≦Tint≦84° C. After ap... The reactants are Intermediate 101, C(C)N1N=C(C(=C1)C1=C2C(=NC=C1)N(C(=C2)C=O)S(=O)(=O)C2=CC=CC=C2)C2=CC=C(C=C2)[N+](=O)[O-] (4-[1-ethyl-3-(4-nitrophenyl)-1H-pyrazol-4-yl]-1-(phenylsulfonyl)-1H-pyrrolo[2,3-b]pyridine-2-carbaldehyde), N1(CCNCC1)CCO (2-(1-piperazinyl)ethanol). The product is C(C)N1N=C(C(=C1)C1=C2C(=NC=C1)N(C(=C2)C2=CC=C(C=C2)CN2CCN(CC2)CCO)S(=O)(=O)C2=CC=CC=C2)C2=CC=C(C=C2)[N+](=O)[O-] (2-[4-({4-[4-[1-ethyl-3-(4-nitrophenyl)-1H-pyrazol-4-yl]-1-(phenylsulfonyl)-1H-pyrrolo[2,3-b]pyridin-2-yl]phenyl}methyl)-1-piperazinyl]ethanol). Reaction SMILES: [CH2:1]([N:3]1[CH:7]=[C:6]([C:8]2[CH:13]=[CH:12][N:11]=[C:10]3[N:14]([S:19]([C:22]4[CH:27]=[CH:26][CH:25]=[CH:24][CH:23]=4)(=[O:21])=[O:20])[C:15]([CH:17]=O)=[CH:16][C:9]=23)[C:5]([C:28]2[CH:33]=[CH:32][C:31]([N+:34]([O-:36])=[O:35])=[CH:30][CH:29]=2)=[N:4]1)[CH3:2].[N:37]1([CH2:43][CH2:44][OH:45])[CH2:42][CH2:41][NH:40][CH2:39][CH2:38]1>>[CH2:1]([N:3]1[CH:7]=[C:6]([C:8]2[CH:13]=[CH:12][N:11]=[C:10]3[N:14]([S:19]([C:22]4[CH:27]=[CH:26][CH:25]=[CH:24][CH:23]=4)(=[O:21])=[O:20])[C:15]([C:17]4[CH:9]=[CH:8][C:6]([CH2:7][N:40]5[CH2:41][CH2:42][N:37]([CH2:43][CH2:44][OH:45])[CH2:38][CH2:39]5)=[CH:5][CH:28]=4)=[CH:16][C:9]=23)[C:5]([C:28]2[CH:33]=[CH:32][C:31]([N+:34]([O-:36])=[O:35])=[CH:30][CH:29]=2)=[N:4]1)[CH3:2]. Procedure: Following the procedure described in Intermediate 101 using 4-[1-ethyl-3-(4-nitrophenyl)-1H-pyrazol-4-yl]-1-(phenylsulfonyl)-1H-pyrrolo[2,3-b]pyridine-2-carbaldehyde and 2-(1-piperazinyl)ethanol provided the title compound. ESMS (M+H)+: 692.4. Reactants: C[O-].[Na+] (sodium methoxide), C(C1=CC=NC=C1)(=O)OC (methyl isonicotinate), C1(CC1)C(=O)C (cyclopropylmethyl ketone). The solvent is C1=CC=CC=C1 (benzene). The product is C1(CC1)C(CC(=O)C1=CC=NC=C1)=O (1-cyclopropyl-3-(4-pyridyl)-1,3-propanedione), β-diketone. Reaction SMILES: [C:1]([O:9]C)(=O)[C:2]1[CH:7]=[CH:6][N:5]=[CH:4][CH:3]=1.[CH:11]1([C:14]([CH3:16])=[O:15])[CH2:13][CH2:12]1.C[O-].[Na+]>C1C=CC=CC=1>[CH:11]1([C:14](=[O:15])[CH2:16][C:1]([C:2]2[CH:3]=[CH:4][N:5]=[CH:6][CH:7]=2)=[O:9])[CH2:13][CH2:12]1 |f:2.3|. Procedure: A mixture of 13.7 g. of methyl isonicotinate, 16.8 g. of cyclopropylmethyl ketone and 6 g. of sodium methoxide in 150 ml. of benzene is heated under reflux for 8 hours. The mixture is filtered and the collected solid is dissolved in water. The aqueous mixture is made weakly acidic with dilute hydrochloric acid and extracted with ether. The ethereal solution is dried over magnesium sulfate and concentrated under reduced pressure to give 1-cyclopropyl-3-(4-pyridyl)-1,3-propanedione as a mobile, ye... The reactants are [Na] (sodium), [Cl-].[Na+] (sodium chloride), C(CC(=O)C)(=O)OC (methyl acetoacetate), C(CCCC)C=1C(CCC1)=O (2-pentyl-cyclopent-2-en-1-one), Example 1 ( a ). Run in CO (methanol), C(C)(=O)O (acetic acid). Conditions: time 48 hour. Yields the product C(CCCC)C1(C(CCC1)=O)C(C(C)=O)C(=O)OC (2-n-pentyl-(1-carbomethoxy-2-oxopropyl)-1-cyclopentanone). Yield: 70.5%. RXN SMILES: [Na].[C:2]([O:8][CH3:9])(=[O:7])[CH2:3][C:4]([CH3:6])=[O:5].[CH2:10]([C:15]1[C:16](=[O:20])[CH2:17][CH2:18][CH:19]=1)[CH2:11][CH2:12][CH2:13][CH3:14].[Cl-].[Na+]>C(O)(=O)C.CO>[CH2:10]([C:15]1([CH:3]([C:2]([O:8][CH3:9])=[O:7])[C:4](=[O:5])[CH3:6])[CH2:19][CH2:18][CH2:17][C:16]1=[O:20])[CH2:11][CH2:12][CH2:13][CH3:14] |f:3.4,^1:0|. Reported procedure: 750 ml of absolute methanol was introduced into a 2 liter flask. 17.3 g of sodium were added thereto. 580 g of methyl acetoacetate and 456 g of 2-pentyl-cyclopent-2-en-1-one were then added and the mixture was allowed to stand for 48 hours at the ambient temperature. The reaction product was neutralised with 45 g of acetic acid and then poured into 3 liters of a 10% aqueous sodium chloride solution. The product was then worked up as described in Example 1 (a). There were thus obtained 567 g (yie... Starting materials: C(=O)(O)[O-].[Na+] (NaHCO3), COC1=CC=C(CN2C(C(=C(C(=C2)Br)C)[N+](=O)[O-])=O)C=C1 (1-(4-methoxybenzyl)-5-bromo-4-methyl-3-nitro-2-pyridone), stannous chloride dihydrate. Solvent: O (water), C(C)(=O)O (acetic acid), Cl (HCl). Reaction conditions: time 3.5 hour. Product: COC1=CC=C(CN2C(C(=C(C(=C2)Br)C)N)=O)C=C1 (1-(4-methoxybenzyl)-5-bromo-4-methyl-3-amino-2-pyridone). The yield is 61.5%. As a reaction SMILES: [CH3:1][O:2][C:3]1[CH:21]=[CH:20][C:6]([CH2:7][N:8]2[CH:13]=[C:12]([Br:14])[C:11]([CH3:15])=[C:10]([N+:16]([O-])=O)[C:9]2=[O:19])=[CH:5][CH:4]=1.C([O-])(O)=O.[Na+]>C(O)(=O)C.Cl.O>[CH3:1][O:2][C:3]1[CH:21]=[CH:20][C:6]([CH2:7][N:8]2[CH:13]=[C:12]([Br:14])[C:11]([CH3:15])=[C:10]([NH2:16])[C:9]2=[O:19])=[CH:5][CH:4]=1 |f:1.2|. Procedure details: To a stirred solution of 1-(4-methoxybenzyl)-5-bromo-4-methyl-3-nitro-2-pyridone (0.23 g, 0.65 mmol) in glacial acetic acid (3 mL) was added a solution of stannous chloride dihydrate (1.0 g) in concentrated HCl (2 mL). After 3.5 hours, the reaction mixture was diluted with water, neutralized with NaHCO3, and extracted with methylene chloride. The organic phase was dried, filtered, and evaporated to give 1-(4-methoxybenzyl)-5-bromo-4-methyl-3-amino-2-pyridone (0.13 g, 0.40 mmol, 61%). RXN SMILES: [Cl:1][C:2]1[CH:3]=[C:4]([CH2:10][F:11])[C:5]([CH:8]=C)=[N:6][CH:7]=1.I([O-])(=O)(=O)=[O:13].[Na+]>C1COCC1.O.[Os](=O)(=O)(=O)=O>[Cl:1][C:2]1[CH:3]=[C:4]([CH2:10][F:11])[C:5]([CH:8]=[O:13])=[N:6][CH:7]=1 |f:1.2|. The solvent is C1CCOC1 (THF), O (water). The yield is 83.4%. Conditions: time 5 minute. Product: ClC=1C=C(C(=NC1)C=O)CF (5-chloro-3-(fluoromethyl)picolinaldehyde). Procedure: To a solution of 5-chloro-3-(fluoromethyl)-2-vinylpyridine (65 mg, 0.38 mmol) in THF (2.3 mL) and water (3.5 mL) was added a solution of osmium tetroxide (2.5 wt % in 2-methyl-2-propanol, 80 μl, 0.038 mmol, Aldrich). After 5 min, sodium meta-periodate (122 mg, 0.568 mmol, Aldrich) was added in one portion and the reaction mixture was allowed to stir for 1 h. The reaction mixture was partitioned between brine and EtOAc. The organic phase was separated and dried over MgSO4. The filtrate was absorb... The reagents and catalysts are [Os](=O)(=O)(=O)=O (osmium tetroxide). Starting materials: ClC=1C=C(C(=NC1)C=C)CF (5-chloro-3-(fluoromethyl)-2-vinylpyridine), I(=O)(=O)(=O)[O-].[Na+] (sodium meta-periodate). Reactants: COC1=C(C=CC(=C1)OC)C=1NC(=C(N1)C)C=1C=NC=CC1 (2-(2,4-dimethoxyphenyl)-4-methyl-5-(3-pyridyl)imidazole), Cl (hydrochloric acid). The solvent is C(C)O (ethanol). The product is Cl.Cl.COC1=C(C=CC(=C1)OC)C=1NC(=C(N1)C)C=1C=NC=CC1 (2-(2,4-dimethoxyphenyl)-4-methyl-5-(3-pyridyl)imidazole dihydrochloride). RXN SMILES: [CH3:1][O:2][C:3]1[CH:8]=[C:7]([O:9][CH3:10])[CH:6]=[CH:5][C:4]=1[C:11]1[NH:12][C:13]([C:17]2[CH:18]=[N:19][CH:20]=[CH:21][CH:22]=2)=[C:14]([CH3:16])[N:15]=1.[ClH:23]>C(O)C>[ClH:23].[ClH:23].[CH3:1][O:2][C:3]1[CH:8]=[C:7]([O:9][CH3:10])[CH:6]=[CH:5][C:4]=1[C:11]1[NH:12][C:13]([C:17]2[CH:18]=[N:19][CH:20]=[CH:21][CH:22]=2)=[C:14]([CH3:16])[N:15]=1 |f:3.4.5|. Procedure: To a solution of 2-(2,4-dimethoxyphenyl)-4-methyl-5-(3-pyridyl)imidazole (0.9 g) in ethanol (20 ml) was added conc. hydrochloric acid (0.6 ml), and the mixture was evaporated. The resulting syrup was triturated in ethanol to give 2-(2,4-dimethoxyphenyl)-4-methyl-5-(3-pyridyl)imidazole dihydrochloride (1.02 g).